This data is from the Open Reaction Database (ORD), a public repository of structured organic reaction records. The task is: describe an organic reaction: reactants, conditions, products, and yield Starting materials: O (water), N1C(=NC=C1)C(=O)OCC (Ethyl 1H-imidazole-2-carboxylate), ClC1=CC=C(CCl)C=C1 (p-chlorobenzylchloride), C([O-])([O-])=O.[Na+].[Na+] (sodium carbonate). Solvent: CN(C)C=O (DMF). The product is ClC1=CC=C(CN2C(=NC=C2)C(=O)OCC)C=C1 (ethyl 1-(4-chlorobenzyl)-1H-imidazole-2-carboxylate). As a reaction SMILES: [NH:1]1[CH:5]=[CH:4][N:3]=[C:2]1[C:6]([O:8][CH2:9][CH3:10])=[O:7].[Cl:11][C:12]1[CH:19]=[CH:18][C:15]([CH2:16]Cl)=[CH:14][CH:13]=1.C(=O)([O-])[O-].[Na+].[Na+].O>CN(C=O)C>[Cl:11][C:12]1[CH:19]=[CH:18][C:15]([CH2:16][N:1]2[CH:5]=[CH:4][N:3]=[C:2]2[C:6]([O:8][CH2:9][CH3:10])=[O:7])=[CH:14][CH:13]=1 |f:2.3.4|. Procedure: Ethyl 1H-imidazole-2-carboxylate (4 g, 28.5 mmol), p-chlorobenzylchloride (4.38 mL, 34.3 mmol), and sodium carbonate (3.63 g, 34.3 mmol), was dissolved in DMF (8 mL). The solution was stirred at rt for 24 h, at which time water was added and material was extracted with EtOAc. The organic phase was collected, dried over magnesium sulfate, and decanted. Purification accomplished via silica gel flash chromatography (150 g silica, 10% EtOAc/Hexanes to 80% EtOAc/Hexanes.) The title compound was obtai... Reactants: CC(C)C[Al+]CC(C)C, CCOC(=O)c1nc2ccccn2c1Cc1cc(Br)ccc1OC, CCCCCC, [H-], C1CCOC1. Yields the product COc1ccc(Br)cc1Cc1c(CO)nc2ccccn12. Reaction SMILES: [CH2:26]([Al+:27][CH2:28][CH:29]([CH3:30])[CH3:31])[CH:32]([CH3:33])[CH3:34].[CH3:1][O:2][c:3]1[c:4]([CH2:10][c:11]2[c:12]([C:20](=[O:21])[O:22][CH2:23][CH3:24])[n:13][c:14]3[n:15]2[cH:16][cH:17][cH:18][cH:19]3)[cH:5][c:6]([Br:9])[cH:7][cH:8]1.[CH3:40][CH2:41][CH2:42][CH2:43][CH2:44][CH3:45].[H-:25].[O:35]1[CH2:36][CH2:37][CH2:38][CH2:39]1>>[CH3:1][O:2][c:3]1[c:4]([CH2:10][c:11]2[c:12]([CH2:20][OH:21])[n:13][c:14]3[n:15]2[cH:16][cH:17][cH:18][cH:19]3)[cH:5][c:6]([Br:9])[cH:7][cH:8]1. The reactants are [OH-].[K+] (Potassium hydroxide), OC=1C=C(C=CC1)CC(=O)O (3-Hydroxyphenylacetic acid), COC(C1=C(C=CC=C1)CBr)=O (2-Bromomethylbenzoic acid methyl ester). The solvent is C(C)O (ethanol). Conditions: time 30 minute. Yields the product COC(=O)C1=C(COC=2C=C(C=CC2)CC(=O)O)C=CC=C1 ((3-{[2-(Methoxycarbonyl)benzyl]oxy}phenyl)acetic acid). The yield is 14.0%. RXN SMILES: [OH:1][C:2]1[CH:3]=[C:4]([CH2:8][C:9]([OH:11])=[O:10])[CH:5]=[CH:6][CH:7]=1.[OH-].[K+].[CH3:14][O:15][C:16](=[O:25])[C:17]1[CH:22]=[CH:21][CH:20]=[CH:19][C:18]=1[CH2:23]Br>C(O)C>[CH3:14][O:15][C:16]([C:17]1[CH:22]=[CH:21][CH:20]=[CH:19][C:18]=1[CH2:23][O:1][C:2]1[CH:3]=[C:4]([CH2:8][C:9]([OH:11])=[O:10])[CH:5]=[CH:6][CH:7]=1)=[O:25] |f:1.2|. Procedure: 3-Hydroxyphenylacetic acid (760 mg, (5 mmol) was dissolved in ethanol (99.5%, 20 ml). Potassium hydroxide (560 mg, 10 mmol) was added. The mixture was stirred for 30 minutes. 2-Bromomethylbenzoic acid methyl ester (1.144 g, 5 mmol) was then dropped in. The resulting mixture was heated to reflux for 2 hours and then evaporated in vacuum to dry. Water and ethyl acetate were added into the residue and the phases were separated. The water phase was acidified with 10% hydrochloric acid, pH˜5, and the... Reactants: ClC1=CC=C(C=C1)C1(N(C(C2=CC=CC=C12)=O)CC1=CC=C(C=C1)[N+](=O)[O-])O (3-(4-chlorophenyl)-3-hydroxy-2-(4-nitrobenzyl)isoindolin-1-one), S(=O)(Cl)Cl (thionyl chloride). The reagents and catalysts are CN(C)C=O (DMF). The product is ClC1(N(C(C2=CC=CC=C12)=O)CC1=CC=C(C=C1)[N+](=O)[O-])C1=CC=C(C=C1)Cl (3-Chloro-3-(4-chlorophenyl)-2-(4-nitrobenzyl)isoindolin-1-one), oil. The yield is 100.0%. RXN SMILES: [Cl:1][C:2]1[CH:7]=[CH:6][C:5]([C:8]2(O)[C:16]3[C:11](=[CH:12][CH:13]=[CH:14][CH:15]=3)[C:10](=[O:17])[N:9]2[CH2:18][C:19]2[CH:24]=[CH:23][C:22]([N+:25]([O-:27])=[O:26])=[CH:21][CH:20]=2)=[CH:4][CH:3]=1.S(Cl)([Cl:31])=O>CN(C=O)C>[Cl:31][C:8]1([C:5]2[CH:6]=[CH:7][C:2]([Cl:1])=[CH:3][CH:4]=2)[C:16]2[C:11](=[CH:12][CH:13]=[CH:14][CH:15]=2)[C:10](=[O:17])[N:9]1[CH2:18][C:19]1[CH:24]=[CH:23][C:22]([N+:25]([O-:27])=[O:26])=[CH:21][CH:20]=1. Procedure details: Distilled THF (10 mL) was added to 3-(4-chlorophenyl)-3-hydroxy-2-(4-nitrobenzyl)isoindolin-1-one (200 mg, 0.52 mmol), thionyl chloride (136.8 mg, 1.15 mmol, 0.08 mL) and catalytic DMF (3 drops) as for general procedure B1. 3-Chloro-3-(4-chlorophenyl)-2-(4-nitrobenzyl)isoindolin-1-one was produced as a viscous yellow oil (208.5 mg, 0.52 mmol) which was used immediately without further purification. Distilled THF (3 mL) was added to 3-chloro-3-(4-chlorophenyl)-2-(4-nitrobenzyl)isoindolin-1-one (2...